From a dataset of the Open Reaction Database (ORD), a public repository of structured organic reaction records. describe an organic reaction: reactants, conditions, products, and yield Reaction SMILES: [CH3:23][N:24]([CH3:25])[CH:26]=[O:27].[CH3:28][I:29].[H-:21].[Na+:22].[OH2:30].[n:1]1[n:2][cH:3][n:4]2[n:5][c:6](-[c:10]3[cH:11][c:12]([NH:16][C:17]([CH2:18][CH3:19])=[O:20])[cH:13][cH:14][cH:15]3)[cH:7][cH:8][c:9]12>>[n:1]1[n:2][cH:3][n:4]2[n:5][c:6](-[c:10]3[cH:11][c:12]([N:16]([C:17]([CH2:18][CH3:19])=[O:20])[CH3:23])[cH:13][cH:14][cH:15]3)[cH:7][cH:8][c:9]12. Product: CCC(=O)N(C)c1cccc(-c2ccc3nncn3n2)c1. Starting materials: CN(C)C=O, CI, [H-], [Na+], O, CCC(=O)Nc1cccc(-c2ccc3nncn3n2)c1. Reactants: [OH-].[Na+] (sodium hydroxide), C(C)OC(=O)N1CCN(CC1)C1=C(C=C2C(C(=CN(C2=N1)C=C)C(=O)O)=O)F (7-(4-ethoxycarbonyl-1-piperazinyl)-6-fluoro-1,4-dihydro-4-oxo-1-vinyl-1,8-naphthyridine-3-carboxylic acid). The solvent is C(C)(=O)O (acetic acid). Yields the product FC=1C=C2C(C(=CN(C2=NC1N1CCNCC1)C=C)C(=O)O)=O (6-fluoro-1,4-dihydro-4-oxo-7-(1-piperazinyl)-1-vinyl-1,8-naphthyridine-3-carboxylic acid). Isolated yield 80.1%. As a reaction SMILES: [OH-].[Na+].C(OC([N:8]1[CH2:13][CH2:12][N:11]([C:14]2[N:23]=[C:22]3[C:17]([C:18](=[O:29])[C:19]([C:26]([OH:28])=[O:27])=[CH:20][N:21]3[CH:24]=[CH2:25])=[CH:16][C:15]=2[F:30])[CH2:10][CH2:9]1)=O)C>C(O)(=O)C>[F:30][C:15]1[CH:16]=[C:17]2[C:22](=[N:23][C:14]=1[N:11]1[CH2:12][CH2:13][NH:8][CH2:9][CH2:10]1)[N:21]([CH:24]=[CH2:25])[CH:20]=[C:19]([C:26]([OH:28])=[O:27])[C:18]2=[O:29] |f:0.1|. Reported procedure: Ethyl 1-(2-chloroethyl)-7-(4-ethoxycarboxyl-1-piperazinyl)-6-fluoro-1,4-dihydro-4-oxo-1,8-naphthyridine-3-carboxylate (2.27 g) was dissolved in ethanol (15 ml) by heating, and to the solution was added a solution of potassium hydroxide (0.84 g) in ethanol (15 ml). The resulting solution was heated to reflux for 2 hours with stirring. The resulting crystals were colleced by filtration and washed with ethanol. The crystals were then dissolved in 20 ml of water by heating, and the solution was adju... Starting materials: C(=C)(C)C1CC=C(CC1)CO (4-isopropenyl-cyclohex-1-enylmethanol), alcohol. Reagents/catalysts: [Ni] (Raney nickel). Solvent: C(C)O (ethanol). The product is C(C)(C)C1CCC(CC1)CO (4-Isopropyl-cyclohexylmethanol). RXN SMILES: [C:1]([CH:4]1[CH2:9][CH2:8][C:7]([CH2:10][OH:11])=[CH:6][CH2:5]1)([CH3:3])=[CH2:2]>C(O)C.[Ni]>[CH:1]([CH:4]1[CH2:9][CH2:8][CH:7]([CH2:10][OH:11])[CH2:6][CH2:5]1)([CH3:3])[CH3:2]. Procedure details: 10 g of 4-isopropenyl-cyclohex-1-enylmethanol dissolved in 200 ml of ethanol were hydrogenated at atmospheric pressure in the presence of 200 mg of Raney nickel. The reaction mixture was then filtered, evaporated and finally subjected to a fractional distillation. It was thus isolated a product having bp 75° - 115°/10 Torr. The vapour phase chromatography analysis showed that the isolated product contained 50% of a 60 : 40 (parts by weight) mixture of cis and trans isomers of the desired alcohol... Starting materials: C(=O)([O-])[O-].[Na+].[Na+] (Na2CO3), S1C(=NCC1)NC(=O)C=1C=C(C=CC1)B(O)O ([3-((4,5-dihydrothiazol-2-yl)carbamoyl)phenyl]boronic acid), IC1=NN(C2=NC=NC(=C21)N)C(C)C (3-iodo-1-isopropyl-1H-pyrazolo[3,4-d]pyrimidin-4-amine). Reagents/catalysts: C=1C=CC(=CC1)[P](C=2C=CC=CC2)(C=3C=CC=CC3)[Pd]([P](C=4C=CC=CC4)(C=5C=CC=CC5)C=6C=CC=CC6)([P](C=7C=CC=CC7)(C=8C=CC=CC8)C=9C=CC=CC9)[P](C=1C=CC=CC1)(C=1C=CC=CC1)C=1C=CC=CC1 (Pd(PPh3)4). Run in CCO (EtOH), COCCOC (DME). Reaction conditions: temperature 80 celsius. Product: NC1=C2C(=NC=N1)N(N=C2C=2C=C(C(=O)NC=1SCCN1)C=CC2)C(C)C (3-(4-amino-1-isopropyl-1H-pyrazolo[3,4-d]pyrimidin-3-yl)-N-(4,5-dihydrothiazol-2-yl)benzamide). Yield: 66.7%. Reaction SMILES: [S:1]1[CH2:5][CH2:4][N:3]=[C:2]1[NH:6][C:7]([C:9]1[CH:10]=[C:11](B(O)O)[CH:12]=[CH:13][CH:14]=1)=[O:8].I[C:19]1[C:27]2[C:22](=[N:23][CH:24]=[N:25][C:26]=2[NH2:28])[N:21]([CH:29]([CH3:31])[CH3:30])[N:20]=1.C([O-])([O-])=O.[Na+].[Na+]>CCO.COCCOC.C1C=CC([P]([Pd]([P](C2C=CC=CC=2)(C2C=CC=CC=2)C2C=CC=CC=2)([P](C2C=CC=CC=2)(C2C=CC=CC=2)C2C=CC=CC=2)[P](C2C=CC=CC=2)(C2C=CC=CC=2)C2C=CC=CC=2)(C2C=CC=CC=2)C2C=CC=CC=2)=CC=1>[NH2:28][C:26]1[N:25]=[CH:24][N:23]=[C:22]2[N:21]([CH:29]([CH3:31])[CH3:30])[N:20]=[C:19]([C:11]3[CH:10]=[C:9]([CH:14]=[CH:13][CH:12]=3)[C:7]([NH:6][C:2]3[S:1][CH2:5][CH2:4][N:3]=3)=[O:8])[C:27]=12 |f:2.3.4,^1:50,52,71,90|. Reported procedure: A solution of [3-((4,5-dihydrothiazol-2-yl)carbamoyl)phenyl]boronic acid (19 mg, 0.08 mmol) in EtOH (3.3 mL) was added to a solution of 3-iodo-1-isopropyl-1H-pyrazolo[3,4-d]pyrimidin-4-amine (20 mg, 0.07 mmol) in DME (12 mL). Pd(PPh3)4 (16 mg, 0.014 mmol) and saturated Na2CO3 (1.9 mL) were added and the reaction was heated to 80° C. under an argon atmosphere overnight. After cooling, the reaction was extracted with saturated NaCl and CH2Cl2. Organic phases were combined, concentrated in vacuo an... RXN SMILES: [C:43](=[O:44])([O-:45])[O-:46].[CH2:1]([CH3:2])[O:3][C:4]([CH:5]([CH2:6][C:7](=[O:8])[c:9]1[cH:10][cH:11][c:12]([O:15][CH2:16][CH2:17][CH2:18][Cl:19])[cH:13][cH:14]1)[c:20]1[n:21][cH:22][cH:23][cH:24][cH:25]1)=[O:26].[CH3:27][CH:28]1[NH2+:29][CH2:30][CH2:31][CH2:32]1.[CH3:51][C:52]#[N:53].[I-:50].[K+:47].[K+:48].[K+:49].[c:33]1([S:34]([O-:35])(=[O:36])=[O:37])[cH:38][cH:39][cH:40][cH:41][cH:42]1>>[CH2:1]([CH3:2])[O:3][C:4]([CH:5]([CH2:6][C:7](=[O:8])[c:9]1[cH:10][cH:11][c:12]([O:15][CH2:16][CH2:17][CH2:18][N:29]2[CH:28]([CH3:27])[CH2:32][CH2:31][CH2:30]2)[cH:13][cH:14]1)[c:20]1[n:21][cH:22][cH:23][cH:24][cH:25]1)=[O:26]. Starting materials: O=C([O-])[O-], CCOC(=O)C(CC(=O)c1ccc(OCCCCl)cc1)c1ccccn1, CC1CCC[NH2+]1, CC#N, [I-], [K+], [K+], [K+], O=S(=O)([O-])c1ccccc1. Product: CCOC(=O)C(CC(=O)c1ccc(OCCCN2CCCC2C)cc1)c1ccccn1. Starting materials: N1=CC(=CC=C1)C(CCC)=O (1-pyridin-3-ylbutan-1-one), Cl (HCl), S(−) α,α-diphenyl-2-pyrrolidinemethanol, COB(OC)OC (trimethylborate), B.CSC (borane dimethylsulfide). Solvent: C1CCOC1 (THF). Reaction conditions: temperature 0 celsius, time 8 hour. Yields the product N1=CC(=CC=C1)[C@@H](CCC)O ((1R)-1-Pyridin-3-ylbutan-1-ol). RXN SMILES: COB(OC)OC.B.CSC.[N:12]1[CH:17]=[CH:16][CH:15]=[C:14]([C:18](=[O:22])[CH2:19][CH2:20][CH3:21])[CH:13]=1.Cl>C1COCC1>[N:12]1[CH:17]=[CH:16][CH:15]=[C:14]([C@H:18]([OH:22])[CH2:19][CH2:20][CH3:21])[CH:13]=1 |f:1.2|. Procedure: To a solution of S(−)-α,α-diphenyl-2-pyrrolidinemethanol (500 mg, 2 mmol) and trimethylborate (0.27 ml, 2.4 mmol) in THF (20 mL) was added borane-dimethylsulfide complex (20 mL, 2M in THF, 40 mmol). The mixture was cooled to 0° C. and 1-pyridin-3-ylbutan-1-one was added dropwise over 4 h. The solution was stirred at RT overnight and then treated with 2M HCl (175 mL) and stirring continued for 4 h. The-volatiles were removed under reduced pressure and the resulting cloudy solution basified to pH ... Reactants: C(C)(C)N(CC)C(C)C (diisopropylethylamine), C1(=CC=CC=C1)P(=O)(C1=CC=CC=C1)Cl (diphenylphosphoryl chloride), ice, O[C@H](C)[C@@H]1[C@@H]2N(C(C([C@@H]2C)=O)C(=O)OCC2=CC=C(C=C2)[N+](=O)[O-])C1=O (4-nitrobenzyl (1R,5R,6S)-6-[(1R)-1-hydroxyethyl]-1-methyl-2-oxo-1-carbapenam-3-carboxylate), C(C)(C)N(CC)C(C)C (diisopropylethylamine), Cl.O=C1CN(CCN1)C(CS)=N (2-(3-oxopiperazin-1-yl)-2-iminoethylmercaptan hydrochloride). Reagents/catalysts: [C].[Pd] (palladium-carbon). Run in C(C)#N (acetonitrile), CS(=O)C (dimethylsulfoxide), CCOCC (ether), O1CCCC1 (tetrahydrofuran), P(=O)([O-])([O-])[O-] (phosphate). Reaction conditions: time 1 hour. Product: O=C1CN(CCN1)C(CSC=1[C@@H]([C@H]2N(C1C(=O)O)C([C@@H]2[C@@H](C)O)=O)C)=N ((1R,5S,6S)-2-[2-(3-Oxopiperazin-1-yl)-2-iminoethylthio]-6-[(1R)-1-hydroxyethyl]-1-methyl-1-carbapen-2-em-3-carboxylic acid). The yield is 11.0%. RXN SMILES: C(N(C(C)C)CC)(C)C.C1(P(Cl)(C2C=CC=CC=2)=O)C=CC=CC=1.[OH:25][C@@H:26]([C@H:28]1[C:49](=[O:50])[N:30]2[CH:31]([C:36]([O:38]CC3C=CC([N+]([O-])=O)=CC=3)=[O:37])[C:32](=O)[C@H:33]([CH3:34])[C@H:29]12)[CH3:27].Cl.[O:52]=[C:53]1[NH:58][CH2:57][CH2:56][N:55]([C:59](=[NH:62])[CH2:60][SH:61])[CH2:54]1>C(#N)C.CS(C)=O.O1CCCC1.P([O-])([O-])([O-])=O.[C].[Pd].CCOCC>[O:52]=[C:53]1[NH:58][CH2:57][CH2:56][N:55]([C:59](=[NH:62])[CH2:60][S:61][C:32]2[C@H:33]([CH3:34])[C@@H:29]3[C@@H:28]([C@H:26]([OH:25])[CH3:27])[C:49](=[O:50])[N:30]3[C:31]=2[C:36]([OH:38])=[O:37])[CH2:54]1 |f:3.4,9.10|. Procedure details: 0.28 ml of diisopropylethylamine and 0.29 ml of diphenylphosphoryl chloride were added dropwise to an ice-cooled solution of 500 mg of 4-nitrobenzyl (1R,5R,6S)-6-[(1R)-1-hydroxyethyl]-1-methyl-2-oxo-1-carbapenam-3-carboxylate in 6 ml of anhydrous acetonitrile, after which the mixture was stirred for one hour with ice-cooling. 0.20 ml of diisopropylethylamine and a suspension of 452 mg of 2-(3-oxopiperazin-1-yl)-2-iminoethylmercaptan hydrochloride in 3.6 ml of dimethylsulfoxide were added to the ... Reactants: C(C)N1C(CCC1)CNC(C1=C(C(=CC=C1OCC)Br)OCC)=O ((-)-N-ethyl-2-(3-bromo-2,6-diethoxybenzamidomethyl)pyrrolidine), B(Br)(Br)Br (boron tribromide). Run in C(Cl)Cl (methylene chloride). Product: C(C)N1C(CCC1)CNC(C1=C(C(=CC=C1OCC)Br)O)=O ((-)-N-Ethyl-2-(3-bromo-6-ethoxy-2-hydroxybenzamidomethyl)pyrrolidine). As a reaction SMILES: [CH2:1]([N:3]1[CH2:7][CH2:6][CH2:5][CH:4]1[CH2:8][NH:9][C:10](=[O:24])[C:11]1[C:16]([O:17][CH2:18][CH3:19])=[CH:15][CH:14]=[C:13]([Br:20])[C:12]=1[O:21]CC)[CH3:2].B(Br)(Br)Br>C(Cl)Cl>[CH2:1]([N:3]1[CH2:7][CH2:6][CH2:5][CH:4]1[CH2:8][NH:9][C:10](=[O:24])[C:11]1[C:16]([O:17][CH2:18][CH3:19])=[CH:15][CH:14]=[C:13]([Br:20])[C:12]=1[OH:21])[CH3:2]. Reported procedure: 10.0 g (0.023 mole) of (-)-N-ethyl-2-(3-bromo-2,6-diethoxybenzamidomethyl)pyrrolidine is dissolved in 250 ml of methylene chloride. 2.4 ml (0.025 mole) of boron tribromide is added. The mixture is left over night at room temperature and is then washed with 2N NH3. The extract is dried with Na2SO4 and evaporated. The oily residue crystallizes after a while. Petroleum ether is added to the product, which is then filtered off. Yield 7.0 g. M.p. 74°-76° C. [α]D20 =-66.7° (1% acetone).